From a dataset of the Open Reaction Database (ORD), a public repository of structured organic reaction records. describe an organic reaction: reactants, conditions, products, and yield Starting materials: CSC1=C(C(C(=O)O)=CC=C1)O (3-(Methylmercapto)salicylic acid), N1=CC=CC=C1 (pyridine), C(C)(=O)Cl (acetyl chloride), CCOC(=O)C (EtOAc). The solvent is C(Cl)Cl (CH2Cl2). Run at temperature 0 celsius, time 10 minute. Product: CSCC(=O)C1=C(C(C(=O)O)=CC=C1)O (3-(Methylmercapto)acetylsalicyclic acid). Isolated yield 20.0%. RXN SMILES: [CH3:1][S:2][C:3]1[CH:11]=[CH:10][CH:9]=[C:5]([C:6](O)=[O:7])[C:4]=1[OH:12].N1C=CC=CC=1.C(Cl)(=O)C.CC[O:25][C:26]([CH3:28])=[O:27]>C(Cl)Cl>[CH3:1][S:2][CH2:3][C:4]([C:5]1[CH:9]=[CH:10][CH:11]=[C:28]([C:26]([OH:25])=[O:27])[C:6]=1[OH:7])=[O:12]. Procedure: To solution of 18 (46 mg, 0.25 mmol) in 1 mL of CH2Cl2 was added dry pyridine (20 mg, 50 μL, 0.3 mmol) at 0° C. (FIG. 2C). The solution was stirred at 0° C. for 10 minutes followed by the addition of acetyl chloride (˜30 μL, 0.4 mmol). The reaction mixture was stirred overnight at 0° C. and then the solvent was removed under vacuo. The residue was partioned between water and EtOAc. The organic solution was washed with 1 M HCl (10 mL), water (50 mL), and then dried (MgSO4). The solvent was evapor...